Dataset: the Open Reaction Database (ORD), a public repository of structured organic reaction records. Task: describe an organic reaction: reactants, conditions, products, and yield The reactants are CC(C)(C)[O-].[Na+] (NaOtBu), C(C1=CC=CC=C1)N1CC2=CC=NC(=C2CC1)Br (2-Benzyl-5-bromo-1,2,3,4-tetrahydro-2,6-naphthyridine), C1(=CC=CC=C1)C (toluene), FC(C1=CC=C(N)C=C1)(F)F (4-(trifluoromethyl)aniline). The reagents and catalysts are C=1C=CC(=CC1)/C=C/C(=O)/C=C/C2=CC=CC=C2.C=1C=CC(=CC1)/C=C/C(=O)/C=C/C2=CC=CC=C2.C=1C=CC(=CC1)/C=C/C(=O)/C=C/C2=CC=CC=C2.[Pd].[Pd] (Pd2(dba)3), C1=CC=C(C=C1)P(C2=CC=CC=C2)[C]3[CH][CH][CH][CH]3.C1=CC=C(C=C1)P(C2=CC=CC=C2)[C]3[CH][CH][CH][CH]3.Cl[Pd]Cl.[Fe] (PdCl2(DPPF)). Reaction conditions: temperature 160 celsius. Product: C(C1=CC=CC=C1)C1NCC=2C=CN=C(C2C1)NC1=CC=C(C=C1)C(F)(F)F (7-Benzyl-N-(4-(trifluoromethyl)phenyl)-5,6,7,8-tetrahydro-2,6-naphthyridin-1-amine). Isolated yield 92.0%. As a reaction SMILES: C([N:8]1[CH2:17][CH2:16][C:15]2[C:10](=[CH:11][CH:12]=[N:13][C:14]=2Br)[CH2:9]1)C1C=CC=CC=1.CC([O-])(C)C.[Na+].[F:25][C:26]([F:35])([F:34])[C:27]1[CH:33]=[CH:32][C:30]([NH2:31])=[CH:29][CH:28]=1.[C:36]1([CH3:42])[CH:41]=[CH:40][CH:39]=[CH:38][CH:37]=1>C1C=CC(/C=C/C(/C=C/C2C=CC=CC=2)=O)=CC=1.C1C=CC(/C=C/C(/C=C/C2C=CC=CC=2)=O)=CC=1.C1C=CC(/C=C/C(/C=C/C2C=CC=CC=2)=O)=CC=1.[Pd].[Pd].C1C=CC(P([C]2[CH][CH][CH][CH]2)C2C=CC=CC=2)=CC=1.C1C=CC(P([C]2[CH][CH][CH][CH]2)C2C=CC=CC=2)=CC=1.Cl[Pd]Cl.[Fe]>[CH2:42]([CH:17]1[CH2:16][C:15]2[C:14]([NH:31][C:30]3[CH:32]=[CH:33][C:27]([C:26]([F:34])([F:35])[F:25])=[CH:28][CH:29]=3)=[N:13][CH:12]=[CH:11][C:10]=2[CH2:9][NH:8]1)[C:36]1[CH:41]=[CH:40][CH:39]=[CH:38][CH:37]=1 |f:1.2,5.6.7.8.9,10.11.12.13,^1:103,104,105,106,107,121,122,123,124,125|. Procedure: The 2-Benzyl-5-bromo-1,2,3,4-tetrahydro-2,6-naphthyridine (see WO03/076427) (250 mg, 0.82 mmol) was dissolved in 1 mL of anhydrous toluene. To the mixture was added Pd2(dba)3 (10 mol %, 85 mg) and PdCl2(DPPF) (33 mg, 5 mol %), followed by NaOtBu (118 mg, 1.23 mmol). After mixing for 5 min, 4-(trifluoromethyl)aniline (0.153 mL, 1.23 mmol) was added and the mixture was heated at 160° C. for 1200 s in a Personal Chemistry microwave. The reaction mixture was filtered and the solvent was evaporated a... Starting materials: N1=C(C=CC=C1)C(=O)C1=NC=CC=C1 (di-2-pyridyl ketone), N[C@@H](CS)C(=O)O (L-cysteine). Run in C(C)O (ethanol). Yields the product N1=C(C=CC=C1)C1(SCC(N1)C(=O)O)C1=NC=CC=C1 (2,2-di(2-pyridyl)-thiazolidine-4-carboxylic acid). The yield is 11.0%. As a reaction SMILES: [N:1]1[CH:6]=[CH:5][CH:4]=[CH:3][C:2]=1[C:7]([C:9]1[CH:14]=[CH:13][CH:12]=[CH:11][N:10]=1)=O.[NH2:15][C@H:16]([C:19]([OH:21])=[O:20])[CH2:17][SH:18]>C(O)C>[N:1]1[CH:6]=[CH:5][CH:4]=[CH:3][C:2]=1[C:7]1([C:9]2[CH:14]=[CH:13][CH:12]=[CH:11][N:10]=2)[NH:15][CH:16]([C:19]([OH:21])=[O:20])[CH2:17][S:18]1. Procedure details: A mixture of 3.68 g of di-2-pyridyl ketone, 2.42 g of L-cysteine, 25 ml of ethanol was refluxed for 3.5 hours. After allowing the mixture to cool, the insoluble matter was filtered off, and the filtrate was concentrated to dryness under reduced pressure. The residue was washed in sequence with ethyl acetate and ether to give 0.63 g of 2,2-di(2-pyridyl)-thiazolidine-4-carboxylic acid.